From a dataset of the Open Reaction Database (ORD), a public repository of structured organic reaction records. describe an organic reaction: reactants, conditions, products, and yield Starting materials: NC1=CC(=C(C=C1)CC(=O)O)SC ([4-amino-2-(methylsulfanyl)phenyl]acetic acid), C(OCC)(OCC)OCC (triethyl orthoformate), [N-]=[N+]=[N-].[Na+] (sodium azide). The solvent is CC(=O)O (HOAc). Run at temperature 100 celsius. Yields the product CSC1=C(C=CC(=C1)N1N=NN=C1)CC(=O)O ([2-(methylsulfanyl)-4-(1H-tetrazol-1-yl)phenyl]acetic acid). Reaction SMILES: [NH2:1][C:2]1[CH:7]=[CH:6][C:5]([CH2:8][C:9]([OH:11])=[O:10])=[C:4]([S:12][CH3:13])[CH:3]=1.[CH:14](OCC)(OCC)OCC.[N-:24]=[N+:25]=[N-:26].[Na+]>CC(O)=O>[CH3:13][S:12][C:4]1[CH:3]=[C:2]([N:1]2[CH:14]=[N:26][N:25]=[N:24]2)[CH:7]=[CH:6][C:5]=1[CH2:8][C:9]([OH:11])=[O:10] |f:2.3|. Procedure: A solution of [4-amino-2-(methylsulfanyl)phenyl]acetic acid (200 mg, 1 mmol) and triethyl orthoformate (451 mg, 3 mmol) in 10 mL of HOAc was added sodium azide (99 mg, 1.5 mmol), and the mixture was heated to 100° C. for 3 hours. The reaction mixture was cooled to ambient temperature. The solvent was removed under vacuum. The residue was dissolved in EtOAc, washed with water, dried over anhydrous sodium sulfate, and concentrated. The residue was purified by preparative TLC to give [2-(methylsulf... Starting materials: SCCO (2-mercaptoethanol), [H-].[Na+] (NaH), CN(C=NS(=O)(=O)C1=CC=C(C=C1)Br)C (N,N-dimethyl-N'-(4-bromobenzenesulfonyl)formamidine). Solvent: CN(C)C=O (DMF), CN(C)C=O (DMF). The product is OCCSC1=CC=C(C=C1)S(=O)(=O)N (4-(2-Hydroxyethylthio)benzene sulfonamide). Reaction SMILES: [SH:1][CH2:2][CH2:3][OH:4].[H-].[Na+].CN(C)C=[N:10][S:11]([C:14]1[CH:19]=[CH:18][C:17](Br)=[CH:16][CH:15]=1)(=[O:13])=[O:12]>CN(C=O)C>[OH:4][CH2:3][CH2:2][S:1][C:17]1[CH:18]=[CH:19][C:14]([S:11]([NH2:10])(=[O:13])=[O:12])=[CH:15][CH:16]=1 |f:1.2|. Procedure: A solution of 2-mercaptoethanol (58.6 g, 0.75 mol) in freshly degassed DMF (100 mL) was added dropwise under N2 to a stirred mixture of NaH (34.5 g, 50% oil suspension, 0.75 mol) and DMF (400 mL). When gas evolution was complete, N,N-dimethyl-N'-(4-bromobenzenesulfonyl)formamidine (146 g, 0.50 mol) was added and the mixture was heated on the steam bath for one hour. The DMF was removed in vacuo and methanol (500 mL) and 10% (w/v) aqueous NaOH solution (500 mL) was added to the residue. This solu... Reactants: Cl[Si](C)(C)C (Chlorotrimethylsilane), CN(C1(CCC(CC1)=CC(=O)NC(CC1=CNC2=CC=CC=C12)C)C1=CC=CC=C1)C (2-(4-dimethylamino-4-phenylcyclohexylidene)-N-[2-(1H-indol-3-yl)-1-methylethyl]acetamide). Run in CC(=O)CC (ethyl methyl ketone). Conditions: time 1.5 hour. Yields the product Cl.CN(C1(CCC(CC1)=CC(=O)NC(CC1=CNC2=CC=CC=C12)C)C1=CC=CC=C1)C (2-(4-Dimethylamino-4-phenylcyclohexylidene)-N-[2-(1H-indol-3-yl)-1-methylethyl]acetamide hydrochloride). Reaction SMILES: [Cl:1][Si](C)(C)C.[CH3:6][N:7]([CH3:36])[C:8]1([C:30]2[CH:35]=[CH:34][CH:33]=[CH:32][CH:31]=2)[CH2:13][CH2:12][C:11](=[CH:14][C:15]([NH:17][CH:18]([CH3:29])[CH2:19][C:20]2[C:28]3[C:23](=[CH:24][CH:25]=[CH:26][CH:27]=3)[NH:22][CH:21]=2)=[O:16])[CH2:10][CH2:9]1>CC(CC)=O>[ClH:1].[CH3:36][N:7]([CH3:6])[C:8]1([C:30]2[CH:35]=[CH:34][CH:33]=[CH:32][CH:31]=2)[CH2:9][CH2:10][C:11](=[CH:14][C:15]([NH:17][CH:18]([CH3:29])[CH2:19][C:20]2[C:28]3[C:23](=[CH:24][CH:25]=[CH:26][CH:27]=3)[NH:22][CH:21]=2)=[O:16])[CH2:12][CH2:13]1 |f:3.4|. Procedure: Chlorotrimethylsilane (0.06 ml, 0.48 mmol) was added to a solution of the more polar diastereoisomer of 2-(4-dimethylamino-4-phenylcyclohexylidene)-N-[2-(1H-indol-3-yl)-1-methylethyl]acetamide (133 mg, 0.32 mmol) in ethyl methyl ketone (5 ml) and the mixture was stirred at RT for 1.5 h. The hydrochloride (Example 5) (66 mg, 46%) thereby precipitated out as a colourless solid with an m.p. of 182-186° C. Reactants: Clc1ccc2ccc(COc3cccc(C=CCc4ccccc4CBr)c3)nc2c1, [C-]#N, CC(=O)[O-], CCO, CC(C)=O, [NH4+], [Na+], O. Yields the product N#CCc1ccccc1CC=Cc1cccc(OCc2ccc3ccc(Cl)cc3n2)c1. RXN SMILES: [Br:1][CH2:2][c:3]1[c:4]([CH2:9][CH:10]=[CH:11][c:12]2[cH:13][c:14]([O:15][CH2:16][c:17]3[n:18][c:19]4[cH:20][c:21]([Cl:27])[cH:22][cH:23][c:24]4[cH:25][cH:26]3)[cH:28][cH:29][cH:30]2)[cH:5][cH:6][cH:7][cH:8]1.[C-:32]#[N:33].[CH3:36][C:37](=[O:38])[O-:39].[CH3:40][CH2:41][OH:42].[CH3:43][C:44](=[O:45])[CH3:46].[NH4+:35].[Na+:34].[OH2:31]>>[CH2:2]([c:3]1[c:4]([CH2:9][CH:10]=[CH:11][c:12]2[cH:13][c:14]([O:15][CH2:16][c:17]3[n:18][c:19]4[cH:20][c:21]([Cl:27])[cH:22][cH:23][c:24]4[cH:25][cH:26]3)[cH:28][cH:29][cH:30]2)[cH:5][cH:6][cH:7][cH:8]1)[C:32]#[N:33]. Reaction SMILES: [NH2:1][C:2]1[S:3][CH:4]=[C:5]([C:7]2[CH:12]=[CH:11][CH:10]=[CH:9][CH:8]=2)[N:6]=1.[C:13]([N:21]=[C:22]=[S:23])(=[O:20])[C:14]1[CH:19]=[CH:18][CH:17]=[CH:16][CH:15]=1>CC(C)=O>[C:7]1([C:5]2[N:6]=[C:2]([NH:1][C:22]([NH:21][C:13](=[O:20])[C:14]3[CH:15]=[CH:16][CH:17]=[CH:18][CH:19]=3)=[S:23])[S:3][CH:4]=2)[CH:12]=[CH:11][CH:10]=[CH:9][CH:8]=1. The product is C1(=CC=CC=C1)C=1N=C(SC1)NC(=S)NC(C1=CC=CC=C1)=O (N-{[(4-phenyl-1,3-thiazole-2-yl)amino]carbonothioyl}benzamide). Reaction conditions: temperature 5 celsius, time 30 minute. The solvent is CC(=O)C (acetone). Procedure details: 3.10 g 2-amino-4-phenylthiazole (176 mmol) and 3.00 g benzoylisothiocyanate were heated in 50 ml acetone for 2 hours at reflux, during which a yellow solid was formed. The reaction mixture was subsequently stirred for 30 minutes at 5° C., the solid was suction-isolated and washed multiple times with n-pentane. After drying, 4.20 g of the target structure was obtained as an amorphous yellow solid. Reactants: NC=1SC=C(N1)C1=CC=CC=C1 (2-amino-4-phenylthiazole), C(C1=CC=CC=C1)(=O)N=C=S (benzoylisothiocyanate). Reactants: [Ag+2], Oc1ncc(Br)cc1OC(F)F, O=C([O-])[O-], CI, ClC(Cl)Cl. Yields the product COc1ncc(Br)cc1OC(F)F. RXN SMILES: [Ag+2:23].[Br:1][c:2]1[cH:3][c:4]([O:9][CH:10]([F:11])[F:12])[c:5]([OH:8])[n:6][cH:7]1.[C:19](=[O:20])([O-:21])[O-:22].[CH3:13][I:14].[CH:15]([Cl:16])([Cl:17])[Cl:18]>>[Br:1][c:2]1[cH:3][c:4]([O:9][CH:10]([F:11])[F:12])[c:5]([O:8][CH3:13])[n:6][cH:7]1. The reactants are S(=O)(Cl)Cl (Thionyl chloride), ClC1=CC=2C3=C(N(C2C=C1)CC(C)(O)C1=NC=CN=C1)CCN(C3)C (1-(8-chloro-2-methyl-1,2,3,4-tetrahydro-pyrido[4,3-b]indol-5-yl)-2-pyrazin-2-yl-propan-2-ol), [OH-].[K+] (KOH). The reagents and catalysts are CN(C)C=O (DMF). The solvent is C(Cl)Cl (DCM), O (water), CN1CCCC1=O (NMP), C(Cl)Cl (DCM). Run at time 1 hour. The product is ClC1=CC=2C3=C(N(C2C=C1)\C=C(/C)\C1=NC=CN=C1)CCN(C3)C ((E)-8-chloro-2-methyl-5-(2-(pyrazin-2-yl)prop-1-enyl)-2,3,4,5-tetrahydro-1H-pyrido[4,3-b]indole). Reaction SMILES: [Cl:1][C:2]1[CH:10]=[CH:9][C:8]2[N:7]([CH2:11][C:12]([C:15]3[CH:20]=[N:19][CH:18]=[CH:17][N:16]=3)(O)[CH3:13])[C:6]3[CH2:21][CH2:22][N:23]([CH3:25])[CH2:24][C:5]=3[C:4]=2[CH:3]=1.S(Cl)(Cl)=O.[OH-].[K+]>C(Cl)Cl.CN(C=O)C.CN1C(=O)CCC1.O>[Cl:1][C:2]1[CH:10]=[CH:9][C:8]2[N:7](/[CH:11]=[C:12](/[C:15]3[CH:20]=[N:19][CH:18]=[CH:17][N:16]=3)\[CH3:13])[C:6]3[CH2:21][CH2:22][N:23]([CH3:25])[CH2:24][C:5]=3[C:4]=2[CH:3]=1 |f:2.3|. Procedure details: A solution of 1-(8-chloro-2-methyl-1,2,3,4-tetrahydro-pyrido[4,3-b]indol-5-yl)-2-pyrazin-2-yl-propan-2-ol (500 mg, 1.4 mmol) in DCM (8 mL) and DMF (2 drops) was stirred at 0-10° C. Thionyl chloride (0.5 mL, 7.0 mmol) was diluted in DCM (8 mL) and added and the reaction mixture was stirred at RT for 1 h. The solvent was removed under vacuum to obtain the crude foamy solid. The Solid was dissolved in NMP (6 mL) stirred for 5 min and powdered KOH (551 mg, 9.83 mmol) was and heated at 100° C. for 30... Starting materials: O (water), C(C)(C)(C)OC(=O)N1[C@H](C[C@H](C1)CC(=O)O)C(=O)OC (cis methyl N-t-butoxycarbonyl-4-(carboxymethyl)-pyrrolidine-2-carboxylate), B (borane). The solvent is C1CCOC1 (THF), C1CCOC1 (THF). Reaction conditions: time 0.5 hour. Product: C(C)(C)(C)OC(=O)N1[C@H](C[C@H](C1)CCO)C(=O)OC (cis methyl N-t-butoxycarbonyl-4-(2-hydroxyethyl)-pyrrolidine-2-carboxylate). As a reaction SMILES: [C:1]([O:5][C:6]([N:8]1[CH2:12][C@H:11]([CH2:13][C:14](O)=[O:15])[CH2:10][C@@H:9]1[C:17]([O:19][CH3:20])=[O:18])=[O:7])([CH3:4])([CH3:3])[CH3:2].B.O>C1COCC1>[C:1]([O:5][C:6]([N:8]1[CH2:12][C@H:11]([CH2:13][CH2:14][OH:15])[CH2:10][C@@H:9]1[C:17]([O:19][CH3:20])=[O:18])=[O:7])([CH3:3])([CH3:4])[CH3:2]. Reported procedure: To 0.67 g of cis methyl N-t-butoxycarbonyl-4-(carboxymethyl)-pyrrolidine-2-carboxylate in 1 ml THF is added at 0° 3.5 ml of borane (1M) in THF. After stirring 0.5 hour, 1 ml of water is added, the solvent is evaporated and the residue is flash chromatographed with ethyl acetate/hexane (75:25) to afford cis methyl N-t-butoxycarbonyl-4-(2-hydroxyethyl)-pyrrolidine-2-carboxylate. Starting materials: S(=O)(=O)(C)OCCCCCCCCCCCCNC(=O)C=1C=NC(=CC1)N1CCN(CC1)CC (N-(12-mesyloxydodecyl)-6-(4-ethyl-1-piperazinyl)pyridine-3-carboxamide), [I-].[Na+] (sodium iodide), O (water), C(Cl)(Cl)Cl (chloroform). Run in CC(=O)C (acetone). Product: ICCCCCCCCCCCCNC(=O)C=1C=NC(=CC1)N1CCN(CC1)CC (N-(12-Iodododecyl)-6-(4-ethyl-1-piperazinyl)pyridine-3-carboxamide). Yield: 90.1%. Reaction SMILES: S(O[CH2:6][CH2:7][CH2:8][CH2:9][CH2:10][CH2:11][CH2:12][CH2:13][CH2:14][CH2:15][CH2:16][CH2:17][NH:18][C:19]([C:21]1[CH:22]=[N:23][C:24]([N:27]2[CH2:32][CH2:31][N:30]([CH2:33][CH3:34])[CH2:29][CH2:28]2)=[CH:25][CH:26]=1)=[O:20])(C)(=O)=O.[I-:35].[Na+].O.C(Cl)(Cl)Cl>CC(C)=O>[I:35][CH2:6][CH2:7][CH2:8][CH2:9][CH2:10][CH2:11][CH2:12][CH2:13][CH2:14][CH2:15][CH2:16][CH2:17][NH:18][C:19]([C:21]1[CH:22]=[N:23][C:24]([N:27]2[CH2:32][CH2:31][N:30]([CH2:33][CH3:34])[CH2:29][CH2:28]2)=[CH:25][CH:26]=1)=[O:20] |f:1.2|. Procedure details: To a solution of 72 mg of N-(12-mesyloxydodecyl)-6-(4-ethyl-1-piperazinyl)pyridine-3-carboxamide in acetone was added 130 mg of sodium iodide and the mixture was heated under reflux for 10 hours. To the reaction solution were added water and chloroform and extracted with chloroform. The chloroform layer was washed with a saturated aqueous solution of sodium chloride and then dried over anhydrous magnesium sulfate. The solvent was then distilled off under reduced pressure. The residue thus obtain...